From a dataset of the Open Reaction Database (ORD), a public repository of structured organic reaction records. describe an organic reaction: reactants, conditions, products, and yield The reactants are N#Cc1cnc2ccc(NC(=O)C=CCBr)cc2c1Nc1cccc(Br)c1, CCNCC, CCOC(C)=O, C1CCOC1, O. Product: CCN(CC)CC=CC(=O)Nc1ccc2ncc(C#N)c(Nc3cccc(Br)c3)c2c1. As a reaction SMILES: [Br:6][c:7]1[cH:8][c:9]([NH:13][c:14]2[c:15]([C:31]#[N:32])[cH:16][n:17][c:18]3[cH:19][cH:20][c:21]([NH:24][C:25]([CH:26]=[CH:27][CH2:28][Br:29])=[O:30])[cH:22][c:23]23)[cH:10][cH:11][cH:12]1.[CH2:1]([CH3:2])[NH:3][CH2:4][CH3:5].[CH3:34][CH2:35][O:36][C:37](=[O:38])[CH3:39].[O:40]1[CH2:41][CH2:42][CH2:43][CH2:44]1.[OH2:33]>>[CH2:1]([CH3:2])[N:3]([CH2:4][CH3:5])[CH2:28][CH:27]=[CH:26][C:25]([NH:24][c:21]1[cH:20][cH:19][c:18]2[n:17][cH:16][c:15]([C:31]#[N:32])[c:14]([NH:13][c:9]3[cH:8][c:7]([Br:6])[cH:12][cH:11][cH:10]3)[c:23]2[cH:22]1)=[O:30]. Starting materials: NC1=CC=C(C#N)C=C1 (4-aminobenzonitrile), C[Al](C)C (trimethylaluminium), FC1=C(C=CC(=C1)F)[C@]([C@@H](C)S[C@H]1CO[C@@H](OC1)C=1C=C(C(=O)OC)C=CC1)(CN1N=CN=C1)O (methyl 3-[trans-5-[[(1R, 2R)-2-(2,4-difluorophenyl)-2-hydroxy-1-methyl-3-(1H-1,2,4-triazol-1-yl)propyl]thio]-1,3-dioxan-2-yl]benzoate). Yields the product C(#N)C1=CC=C(NC(C2=CC(=CC=C2)[C@@H]2OC[C@H](CO2)S[C@@H]([C@@](CN2N=CN=C2)(O)C2=C(C=C(C=C2)F)F)C)=O)C=C1 (4′-Cyano-3-[trans-5-[[(1R,2R)-2-(2,4-difluorophenyl)-2-hydroxy-1-methyl-3-(1H-1,2,4-triazol-1-yl)propyl]thio]-1,3-dioxan-2-yl]benzanilide). The yield is 94.4%. Reaction SMILES: [NH2:1][C:2]1[CH:9]=[CH:8][C:5]([C:6]#[N:7])=[CH:4][CH:3]=1.C[Al](C)C.[F:14][C:15]1[CH:20]=[C:19]([F:21])[CH:18]=[CH:17][C:16]=1[C@@:22]([OH:48])([CH2:42][N:43]1[CH:47]=[N:46][CH:45]=[N:44]1)[C@H:23]([S:25][C@@H:26]1[CH2:31][O:30][C@@H:29]([C:32]2[CH:33]=[C:34]([CH:39]=[CH:40][CH:41]=2)[C:35](OC)=[O:36])[O:28][CH2:27]1)[CH3:24]>>[C:6]([C:5]1[CH:8]=[CH:9][C:2]([NH:1][C:35](=[O:36])[C:34]2[CH:39]=[CH:40][CH:41]=[C:32]([C@H:29]3[O:28][CH2:27][C@H:26]([S:25][C@H:23]([CH3:24])[C@:22]([C:16]4[CH:17]=[CH:18][C:19]([F:21])=[CH:20][C:15]=4[F:14])([OH:48])[CH2:42][N:43]4[CH:47]=[N:46][CH:45]=[N:44]4)[CH2:31][O:30]3)[CH:33]=2)=[CH:3][CH:4]=1)#[N:7]. Reported procedure: In the same manner as that described in Example 3(4) a reaction was carried out using commercially available 4-aminobenzonitrile (138 mg, 1.2 mmol), trimethylaluminium (1.08 ml, 1.07M n-hexane solution, 1.2 mmol) and methyl 3-[trans-5-[[(1R, 2R)-2-(2,4-difluorophenyl)-2-hydroxy-1-methyl-3-(1H-1,2,4-triazol-1-yl)propyl]thio]-1,3-dioxan-2-yl]benzoate (147 mg, 0.29 mmol), obtained in Example 6(1), and the reaction mixture was treated using a similar procedure to that described in Example 3(4) to af...